describe an organic reaction: reactants, conditions, products, and yield From a dataset of the Open Reaction Database (ORD), a public repository of structured organic reaction records. Reactants: CC(C)C1=CC(=C(C(=C1)C(C)C)C2=C(C=CC=C2)P(C3CCCCC3)C4CCCCC4)C(C)C (X-PHOS), C(C)(C)(C)C=1C=C2C=NN(C(C2=C(C1)F)=O)C1=C(COC(C)=O)C(=CC=C1)B1OC(C(O1)(C)C)(C)C (acetic acid 2-(6-tert-butyl-8-fluoro-1-oxo-1H-phthalazin-2-yl)-6-(4,4,5,5-tetramethyl-[1,3,2]dioxaborolan-2-yl)-benzyl ester), [O-]P(=O)([O-])[O-].[K+].[K+].[K+] (potassium phosphate tribasic), ClC=1C=C(C(N(N1)C)=O)NC1=NC=C(N=C1)CNC1CCC1 (6-chloro-4-(5-cyclobutylaminomethyl-pyrazin-2-ylamino)-2-methyl-2H-pyridazin-3-one), [OH-].[Na+] (NaOH), (dibenzylideneacetone)palladium. The solvent is O (water), C(CCC)O (n-butanol), O (water), O (water). Run at temperature 110 celsius, time 3 hour. Yields the product C(C)(C)(C)C=1C=C2C=NN(C(C2=C(C1)F)=O)C1=C(C(=CC=C1)C1=NN(C(C(=C1)NC1=NC=C(N=C1)CNC1CCC1)=O)C)CO (6-tert-Butyl-2-{3-[5-(5-cyclobutylaminomethyl-pyrazin-2-ylamino)-1-methyl-6-oxo-1,6-dihydro-pyridazin-3-yl]-2-hydroxymethyl-phenyl}-8-fluoro-2H-phthalazin-1-one). Yield: 25.9%. RXN SMILES: Cl[C:2]1[CH:3]=[C:4]([NH:10][C:11]2[CH:16]=[N:15][C:14]([CH2:17][NH:18][CH:19]3[CH2:22][CH2:21][CH2:20]3)=[CH:13][N:12]=2)[C:5](=[O:9])[N:6]([CH3:8])[N:7]=1.[C:23]([C:27]1[CH:28]=[C:29]2[C:34](=[C:35]([F:37])[CH:36]=1)[C:33](=[O:38])[N:32]([C:39]1[CH:49]=[CH:48][CH:47]=[C:46](B3OC(C)(C)C(C)(C)O3)[C:40]=1[CH2:41][O:42]C(=O)C)[N:31]=[CH:30]2)([CH3:26])([CH3:25])[CH3:24].[O-]P([O-])([O-])=O.[K+].[K+].[K+].CC(C1C=C(C(C)C)C(C2C=CC=CC=2P(C2CCCCC2)C2CCCCC2)=C(C(C)C)C=1)C.[OH-].[Na+]>C(O)CCC.O>[C:23]([C:27]1[CH:28]=[C:29]2[C:34](=[C:35]([F:37])[CH:36]=1)[C:33](=[O:38])[N:32]([C:39]1[CH:49]=[CH:48][CH:47]=[C:46]([C:2]3[CH:3]=[C:4]([NH:10][C:11]4[CH:16]=[N:15][C:14]([CH2:17][NH:18][CH:19]5[CH2:22][CH2:21][CH2:20]5)=[CH:13][N:12]=4)[C:5](=[O:9])[N:6]([CH3:8])[N:7]=3)[C:40]=1[CH2:41][OH:42])[N:31]=[CH:30]2)([CH3:26])([CH3:24])[CH3:25] |f:2.3.4.5,7.8|. Reported procedure: In a 15 mL microwave reaction vial was added 6-chloro-4-(5-cyclobutylaminomethyl-pyrazin-2-ylamino)-2-methyl-2H-pyridazin-3-one (71 mg, 221 μmol, Eq: 1.00) in 7 mL n-butanol and 1.4 mL water. Argon was bubbled through the reaction mixture. To the reaction was added acetic acid 2-(6-tert-butyl-8-fluoro-1-oxo-1H-phthalazin-2-yl)-6-(4,4,5,5-tetramethyl-[1,3,2]dioxaborolan-2-yl)-benzyl ester (218 mg, 309 μmol, Eq: 1.39), potassium phosphate tribasic (103 mg, 487 μmol then X-PHOS (15.8 mg, 33.2 μmol,...